This data is from the Open Reaction Database (ORD), a public repository of structured organic reaction records. The task is: describe an organic reaction: reactants, conditions, products, and yield Run in C(C)(=O)O (acetic acid). Yields the product BrC=1C=CC(=C(C1)NC(C)=O)F (N-(5-Bromo-2-fluorophenyl)acetamide). RXN SMILES: [Br:1][C:2]1[CH:3]=[CH:4][C:5]([F:9])=[C:6]([CH:8]=1)[NH2:7].[C:10](OC(=O)C)(=[O:12])[CH3:11]>C(O)(=O)C>[Br:1][C:2]1[CH:3]=[CH:4][C:5]([F:9])=[C:6]([NH:7][C:10](=[O:12])[CH3:11])[CH:8]=1. Starting materials: BrC=1C=CC(=C(N)C1)F (5-Bromo-2-fluoroaniline), C(C)(=O)OC(C)=O (acetic anhydride). Procedure details: 5-Bromo-2-fluoroaniline (14.79 g, 78 mmol) was heated at reflux in acetic acid (50 ml) and acetic anhydride (50 ml) for 8 hours. The solution was concentrated in vacuo, azeotroping with toluene. The residue was partitioned between ethyl acetate and saturated aqueous sodium bicarbonate solution. The organic phase was washed with water (×3), brine, dried over anhydrous magnesium sulfate and concentrated in vacuo. The residue was purified by chromatography on silica gel (gradient of hexane to ethyl... Starting materials: C(C1=CC=CC=C1)N1CC2C(CCC(C2C1)=O)(C1=CC=CC=C1)C1=CC=CC=C1 ((3aRS,7aRS)-2-benzyl-7,7-diphenyl-4-perhydroisoindolone), Cl (hydrochloric acid), palladiumon-charcoal. Run in CO (methanol). Yields the product Cl.C1(=CC=CC=C1)C1(CCC(C2CNCC12)=O)C1=CC=CC=C1 ((3aRS,7aRS)-7,7-diphenyl-4-perhydroisoindolone hydrochloride). Reaction SMILES: C([N:8]1[CH2:16][CH:15]2[CH:10]([C:11]([C:24]3[CH:29]=[CH:28][CH:27]=[CH:26][CH:25]=3)([C:18]3[CH:23]=[CH:22][CH:21]=[CH:20][CH:19]=3)[CH2:12][CH2:13][C:14]2=[O:17])[CH2:9]1)C1C=CC=CC=1.[ClH:30]>CO>[ClH:30].[C:24]1([C:11]2([C:18]3[CH:23]=[CH:22][CH:21]=[CH:20][CH:19]=3)[CH:10]3[CH:15]([CH2:16][NH:8][CH2:9]3)[C:14](=[O:17])[CH2:13][CH2:12]2)[CH:25]=[CH:26][CH:27]=[CH:28][CH:29]=1 |f:3.4|. Procedure: (3aRS,7aRS)-2-benzyl-7,7-diphenyl-4-perhydroisoindolone (150 g), methanol (1,500 cc) and 1N hydrochloric acid (450 cc) are added to 10% palladiumon-charcoal (15 g); the reaction mixture is hydrogenated, with stirring, at ambient temperature and under atmospheric pressure. After a reaction time of 5 hours, the theoretical volume of hydrogen has been absorbed; the reaction mixture is filtered and the filtrate is then concentrated to dryness under reduced pressure (2.7 kPa); the residue is crystall... Starting materials: C1(=CC=CC=C1)N1N=CC(=N1)O (2-phenyl-4-hydroxy-1,2,3-triazole), BrBr (bromine). Solvent: C(Cl)(Cl)Cl (chloroform). Yields the product C1(=CC=CC=C1)N1N=C(C(=N1)O)Br (2-Phenyl-4-hydroxy-5-bromo-1,2,3-triazole). Reaction SMILES: [C:1]1([N:7]2[N:11]=[C:10]([OH:12])[CH:9]=[N:8]2)[CH:6]=[CH:5][CH:4]=[CH:3][CH:2]=1.[Br:13]Br>C(Cl)(Cl)Cl>[C:1]1([N:7]2[N:11]=[C:10]([OH:12])[C:9]([Br:13])=[N:8]2)[CH:2]=[CH:3][CH:4]=[CH:5][CH:6]=1. Procedure: 32.2 g of 2-phenyl-4-hydroxy-1,2,3-triazole is stirred in 400 ml of chloroform with 32 g of bromine at room temperature for 16 hours. The solvent is evaporated off and the residue is stirred into petroleum ether and filtered off under suction. Starting materials: CCCCC(Oc1cc(Oc2ccc(C(F)(F)F)cc2Cl)ccc1C#N)C(=O)Cl, NCc1ccco1, ClCCl. The product is CCCCC(Oc1cc(Oc2ccc(C(F)(F)F)cc2Cl)ccc1C#N)C(=O)NCc1ccco1. RXN SMILES: [C:8](#[N:9])[c:10]1[c:11]([O:12][CH:13]([C:14](=[O:15])[Cl:16])[CH2:17][CH2:18][CH2:19][CH3:20])[cH:21][c:22]([O:25][c:26]2[c:27]([Cl:36])[cH:28][c:29]([C:32]([F:33])([F:34])[F:35])[cH:30][cH:31]2)[cH:23][cH:24]1.[CH2:1]([c:2]1[cH:3][cH:4][cH:5][o:6]1)[NH2:7].[CH2:37]([Cl:38])[Cl:39]>>[CH2:1]([c:2]1[cH:3][cH:4][cH:5][o:6]1)[NH:7][C:14]([CH:13]([O:12][c:11]1[c:10]([C:8]#[N:9])[cH:24][cH:23][c:22]([O:25][c:26]2[c:27]([Cl:36])[cH:28][c:29]([C:32]([F:33])([F:34])[F:35])[cH:30][cH:31]2)[cH:21]1)[CH2:17][CH2:18][CH2:19][CH3:20])=[O:15]. Procedure: 11.8 g (0.055 mol) of 1,4-dibromo-2-butene and 8.7 g (0.05 mol) of sodium salt of 3,4-methylendioxy-benzylalcohol are covered with a layer of 100 cc of 1,2-dimethoxyethane. The mixture is stirred at 20°-25° for 16 hours and at 50° for 15 minutes. The solvent is subsequently distilled off at reduced pressure, the residue is taken up in ether and the ether solution is extracted with water. The organic phase is dried with sodium sulphate and the ether is then distilled off and the residue is chroma... Conditions: time 15 minute. Run in COCCOC (1,2-dimethoxyethane). Yields the product BrCC=CCOCC1=CC2=C(OCO2)C=C1 (5-[(4-bromo-2-butenyloxy)-methyl]-1,3-benzodioxol). Reaction SMILES: [Br:1][CH2:2][CH:3]=[CH:4][CH2:5]Br.[Na].[CH2:8]1[O:18][C:17]2[CH:16]=[CH:15][C:12]([CH2:13][OH:14])=[CH:11][C:10]=2[O:9]1>COCCOC>[Br:1][CH2:2][CH:3]=[CH:4][CH2:5][O:14][CH2:13][C:12]1[CH:15]=[CH:16][C:17]2[O:18][CH2:8][O:9][C:10]=2[CH:11]=1 |^1:6|. Reactants: BrCC=CCBr (1,4-dibromo-2-butene), [Na] (sodium), C1OC=2C=C(CO)C=CC2O1 (3,4-methylendioxy-benzylalcohol). Starting materials: CCOC(C)=O, CC1(C)OC(=C2C(=O)Nc3cc(F)ccc32)C=C1NC(=O)c1ccc(F)nc1, CN(C)C=O, OCCN1CCNCC1. The product is CC1(C)OC(=C2C(=O)Nc3cc(F)ccc32)C=C1NC(=O)c1ccc(N2CCN(CCO)CC2)nc1. As a reaction SMILES: [CH3:43][CH2:44][O:45][C:46](=[O:47])[CH3:48].[F:1][c:2]1[n:3][cH:4][c:5]([C:6](=[O:7])[NH:8][C:9]2=[CH:13][C:12](=[C:14]3[C:15](=[O:24])[NH:16][c:17]4[cH:18][c:19]([F:23])[cH:20][cH:21][c:22]43)[O:11][C:10]2([CH3:25])[CH3:26])[cH:27][cH:28]1.[O:38]=[CH:39][N:40]([CH3:41])[CH3:42].[OH:29][CH2:30][CH2:31][N:32]1[CH2:33][CH2:34][NH:35][CH2:36][CH2:37]1>>[c:2]1([N:35]2[CH2:34][CH2:33][N:32]([CH2:31][CH2:30][OH:29])[CH2:37][CH2:36]2)[n:3][cH:4][c:5]([C:6](=[O:7])[NH:8][C:9]2=[CH:13][C:12](=[C:14]3[C:15](=[O:24])[NH:16][c:17]4[cH:18][c:19]([F:23])[cH:20][cH:21][c:22]43)[O:11][C:10]2([CH3:25])[CH3:26])[cH:27][cH:28]1.